This data is from the Open Reaction Database (ORD), a public repository of structured organic reaction records. The task is: describe an organic reaction: reactants, conditions, products, and yield Starting materials: Cc1cc(Br)ccc1CNC1CC1, CCI, CC(C)=O, [K+], [K+], O=C([O-])[O-], O. The product is CCN(Cc1ccc(Br)cc1C)C1CC1. As a reaction SMILES: [Br:1][c:2]1[cH:3][c:4]([CH3:13])[c:5]([CH2:6][NH:7][CH:8]2[CH2:9][CH2:10]2)[cH:11][cH:12]1.[CH2:14]([CH3:15])[I:16].[CH3:23][C:24](=[O:25])[CH3:26].[K+:17].[K+:18].[O-:19][C:20]([O-:21])=[O:22].[OH2:27]>>[Br:1][c:2]1[cH:3][c:4]([CH3:13])[c:5]([CH2:6][N:7]([CH:8]2[CH2:9][CH2:10]2)[CH2:14][CH3:15])[cH:11][cH:12]1. The reactants are OB(O)O, C1N2CN3CN1CN(C2)C3, Cc1cc(O)c2c(c1)CCCC2, OCC(O)CO, O=S(=O)(O)O. Product: Cc1cc2c(c(O)c1C=O)CCCC2. As a reaction SMILES: [B:1]([OH:2])([OH:3])[OH:4].[CH2:17]1[N:18]2[CH2:19][N:20]3[CH2:21][N:22]([CH2:23]2)[CH2:24][N:25]1[CH2:26]3.[CH3:5][c:6]1[cH:7][c:8]([OH:16])[c:9]2[c:14]([cH:15]1)[CH2:13][CH2:12][CH2:11][CH2:10]2.[OH:32][CH2:33][CH:34]([CH2:35][OH:36])[OH:37].[S:27](=[O:28])(=[O:29])([OH:30])[OH:31]>>[CH3:5][c:6]1[c:7]([CH:33]=[O:32])[c:8]([OH:16])[c:9]2[c:14]([cH:15]1)[CH2:13][CH2:12][CH2:11][CH2:10]2.